From a dataset of the Open Reaction Database (ORD), a public repository of structured organic reaction records. describe an organic reaction: reactants, conditions, products, and yield Starting materials: CCN(CC)CCCNc1ccc(CO)c2sc3ccccc3c(=O)c12, Cc1ccccc1. Yields the product CCN(CC)CCCNc1ccc(C=O)c2sc3ccccc3c(=O)c12. Reaction SMILES: [CH2:1]([CH3:2])[N:3]([CH2:4][CH2:5][CH2:6][NH:7][c:8]1[cH:9][cH:10][c:11]([CH2:23][OH:24])[c:12]2[s:13][c:14]3[cH:15][cH:16][cH:17][cH:18][c:19]3[c:20](=[O:22])[c:21]12)[CH2:25][CH3:26].[CH3:27][c:28]1[cH:29][cH:30][cH:31][cH:32][cH:33]1>>[CH2:1]([CH3:2])[N:3]([CH2:4][CH2:5][CH2:6][NH:7][c:8]1[cH:9][cH:10][c:11]([CH:23]=[O:24])[c:12]2[s:13][c:14]3[cH:15][cH:16][cH:17][cH:18][c:19]3[c:20](=[O:22])[c:21]12)[CH2:25][CH3:26]. The reactants are [H-].[Na+] (NaH), C(C)(=O)C1=CC=2C=3C4=C(C=CC3NC2C=C1)C(CC4)=O (9-acetyl-1,2-dihydro-6H-cyclopenta[c]carbazole-3-one), [H][H] (hydrogen), BrCCBr (1,2-dibromethane), ice water. Solvent: CN(C)C=O (DMF). Run at time 30 minute. The product is starting material, C(C)(=O)C1=CC=2C=3C4=C(C=CC3N(C2C=C1)CCBr)C(CC4)=O (9-acetyl-1,2-dihydro-6-(2-bromoethyl)-cyclopenta[c]carbazole-3-one). Yield: 17.8%. Reaction SMILES: [H-].[Na+].[C:3]([C:6]1[CH:18]=[CH:17][C:16]2[NH:15][C:14]3[CH:13]=[CH:12][C:11]4[C:19](=[O:22])[CH2:20][CH2:21][C:10]=4[C:9]=3[C:8]=2[CH:7]=1)(=[O:5])[CH3:4].[H][H].[Br:25][CH2:26][CH2:27]Br>CN(C=O)C>[C:3]([C:6]1[CH:18]=[CH:17][C:16]2[N:15]([CH2:27][CH2:26][Br:25])[C:14]3[CH:13]=[CH:12][C:11]4[C:19](=[O:22])[CH2:20][CH2:21][C:10]=4[C:9]=3[C:8]=2[CH:7]=1)(=[O:5])[CH3:4] |f:0.1|. Reported procedure: NaH (2 g of 60%, 50 mmol) was added to a suspension of compound 91 (4 g, 15.2 mmol) in dry DMF (100 mL), and the mixture was stirred at room temperature about 1 h until the evolution of hydrogen ceased. 1,2-dibromethane (20 g, 106 mmol) was added in dropwise under nitrogen. The reaction mixture was stirred for 30 min at room temperature, then at 60° C. for 24 h, and poured into ice water (300 mL). The precipitated grey solid was filtered off and the crude product purified by column chromatograph... The reactants are CC1(C23C(=C(CC1)C(CO)C)C(C(CC2)C3)(C)C)C (2-(2,2,7,7-Tetramethyltricyclo[6.2.1.01,6]undec-5-en-5-yl)propan-1-ol), C1CCOC1 (THF), [H-].[Na+] (sodium hydride), CI (methyl iodide), ice. Solvent: CN(C)C=O (DMF). Conditions: time 3 hour. Yields the product COCC(C)C=1CCC(C23C1C(C(CC2)C3)(C)C)(C)C (5-(1-Methoxyprop-2-yl)-2,2,7,7-tetramethyltricyclo[6.2.1.01,6]undec-5-ene). Yield: 69.0%. Reaction SMILES: [CH3:1][C:2]1([CH3:19])[CH2:7][CH2:6][C:5]([CH:8]([CH3:11])[CH2:9][OH:10])=[C:4]2[C:12]([CH3:18])([CH3:17])[CH:13]3[CH2:16][C:3]12[CH2:15][CH2:14]3.[CH2:20]1COCC1.[H-].[Na+].CI>CN(C=O)C>[CH3:20][O:10][CH2:9][CH:8]([C:5]1[CH2:6][CH2:7][C:2]([CH3:1])([CH3:19])[C:3]23[CH2:16][CH:13]([CH2:14][CH2:15]2)[C:12]([CH3:18])([CH3:17])[C:4]=13)[CH3:11] |f:2.3|. Procedure details: A solution of 3b (1.0 g, 3.8×10−3 mol) in DMF (5 ml) was added to a THF (8 ml) suspension of sodium hydride (0.27 g of 50% dispersion in mineral oil, washed twice with hexane, 5.6×10−3 mol). After 3 h stirring at r. t., methyl iodide (1.6 g, 0.011 mol) was added under cooling and the reaction mixture was stirred at r. t. for additional 4 h, poured into ice-cold 2M HCl (100 ml) and extracted with MTBE (2×100 ml). The organic phase was washed with brine (2×50 ml), dried (MgSO4), concentrated in va... Starting materials: Cl (hydrochloric acid), [OH-].[K+] (potassium hydroxide), C(C)(C)(C)OC(CCCCCCCCCCCCCO)=O (14-hydroxy-tetradecanoic acid tert-butyl ester). Run in O (water), CO (methanol). Yields the product OCCCCCCCCCCCCCC(=O)O (14-hydroxy-tetradecanoic acid). RXN SMILES: [OH-].[K+].C([O:7][C:8](=[O:23])[CH2:9][CH2:10][CH2:11][CH2:12][CH2:13][CH2:14][CH2:15][CH2:16][CH2:17][CH2:18][CH2:19][CH2:20][CH2:21][OH:22])(C)(C)C.Cl>O.CO>[OH:22][CH2:21][CH2:20][CH2:19][CH2:18][CH2:17][CH2:16][CH2:15][CH2:14][CH2:13][CH2:12][CH2:11][CH2:10][CH2:9][C:8]([OH:23])=[O:7] |f:0.1|. Reported procedure: A solution of potassium hydroxide (8.60 g, 153 mmol) in water (100 mL) was added to a solution of the above ester (9.20 g, 30.6 mmol) in methanol (100 mL) and the resulting mixture was heated at 60 C for 2 days. The mixture was cooled to room temperature; then it was washed with hexanes (2×70 mL) and concentrated in vacuo. Concentrated hydrochloric acid (32%, 20 mL, 0.65 mol) was added dropwise and the mixture was extracted with ethyl acetate (2×150 mL). The combined organic layers were dried ov... The reactants are CC(C)(C)OC(=O)N1CCN(c2ccc(OCCCCl)cc2)CC1, C1CCNCC1, CCCCO, [I-], [K+], [Na+], [Na+], O=C([O-])[O-]. The product is CC(C)(C)OC(=O)N1CCN(c2ccc(OCCCN3CCCCC3)cc2)CC1. Reaction SMILES: [C:1]([CH3:2])([CH3:3])([CH3:4])[O:5][C:6](=[O:7])[N:8]1[CH2:9][CH2:10][N:11]([c:14]2[cH:15][cH:16][c:17]([O:20][CH2:21][CH2:22][CH2:23][Cl:24])[cH:18][cH:19]2)[CH2:12][CH2:13]1.[CH2:25]1[CH2:26][CH2:27][NH:28][CH2:29][CH2:30]1.[CH2:39]([OH:40])[CH2:41][CH2:42][CH3:43].[I-:38].[K+:37].[Na+:31].[Na+:32].[O-:33][C:34](=[O:35])[O-:36]>>[C:1]([CH3:2])([CH3:3])([CH3:4])[O:5][C:6](=[O:7])[N:8]1[CH2:9][CH2:10][N:11]([c:14]2[cH:15][cH:16][c:17]([O:20][CH2:21][CH2:22][CH2:23][N:28]3[CH2:27][CH2:26][CH2:25][CH2:30][CH2:29]3)[cH:18][cH:19]2)[CH2:12][CH2:13]1.